This data is from the Open Reaction Database (ORD), a public repository of structured organic reaction records. The task is: describe an organic reaction: reactants, conditions, products, and yield The reactants are C(C)(C)[Mg]Cl (isopropylmagnesium chloride), ClC1=C2C(=NC=C1)C=C(S2)I (7-chloro-2-iodothieno[3,2-b]pyridine), C(CCC)[Sn](CCCC)(CCCC)Cl (tributyltin chloride). Solvent: C1CCOC1 (THF). Conditions: time 1 hour. Yields the product ClC1=C2C(=NC=C1)C=C(S2)[Sn](CCCC)(CCCC)CCCC (7-chloro-2-tributylstannanyl-thieno[3,2-b]pyridine). Isolated yield 51.9%. As a reaction SMILES: [Cl:1][C:2]1[CH:7]=[CH:6][N:5]=[C:4]2[CH:8]=[C:9](I)[S:10][C:3]=12.C([Mg]Cl)(C)C.[CH2:17]([Sn:21](Cl)([CH2:26][CH2:27][CH2:28][CH3:29])[CH2:22][CH2:23][CH2:24][CH3:25])[CH2:18][CH2:19][CH3:20]>C1COCC1>[Cl:1][C:2]1[CH:7]=[CH:6][N:5]=[C:4]2[CH:8]=[C:9]([Sn:21]([CH2:22][CH2:23][CH2:24][CH3:25])([CH2:26][CH2:27][CH2:28][CH3:29])[CH2:17][CH2:18][CH2:19][CH3:20])[S:10][C:3]=12. Procedure: In a round bottom flask, 7-chloro-2-iodothieno[3,2-b]pyridine (200 mg, 0.68 mmol) was suspended in THF (6 mL). The reaction mixture was cooled with a NaCl-ice bath (−12 to −8° C. internal temp) and isopropylmagnesium chloride (2.0 M in THF, 0.406 mL, 0.812 mmol) was added dropwise. The reaction mixture was stirred for 1 h at the same temperature, and then tributyltin chloride (0.29 mL, 1.08 mmol) was slowly added. The reaction mixture was allowed to warm to room temperature over ˜1 h then quench... Starting materials: C(C)(C)(C)OC(=O)N1CCC(CC1)C1=CC=C(C=C1)NC1=NN2C(C(=CC=C2)C2=C(C(=CC=C2)OC)F)=N1 (4-{4-[8-(2-fluoro-3-methoxy-phenyl)-[1,2,4]-triazolo[1,5-a]pyridin-2-ylamino]-phenyl}-piperidine-1-carboxylic acid tert-butyl ester), FC(C(=O)O)(F)F (trifluoroacetic acid). Yields the product FC1=C(C=CC=C1OC)C=1C=2N(C=CC1)N=C(N2)NC2=CC=C(C=C2)C2CCNCC2 ([8-(2-Fluoro-3-methoxy-phenyl)-[1,2,4]-triazolo[1,5-a]pyridin-2-yl]-(4-piperidin-4-yl-phenyl)-amine), product. The yield is 98.0%. As a reaction SMILES: C(OC([N:8]1[CH2:13][CH2:12][CH:11]([C:14]2[CH:19]=[CH:18][C:17]([NH:20][C:21]3[N:38]=[C:24]4[C:25]([C:29]5[CH:34]=[CH:33][CH:32]=[C:31]([O:35][CH3:36])[C:30]=5[F:37])=[CH:26][CH:27]=[CH:28][N:23]4[N:22]=3)=[CH:16][CH:15]=2)[CH2:10][CH2:9]1)=O)(C)(C)C.FC(F)(F)C(O)=O>>[F:37][C:30]1[C:31]([O:35][CH3:36])=[CH:32][CH:33]=[CH:34][C:29]=1[C:25]1[C:24]2[N:23]([N:22]=[C:21]([NH:20][C:17]3[CH:18]=[CH:19][C:14]([CH:11]4[CH2:10][CH2:9][NH:8][CH2:13][CH2:12]4)=[CH:15][CH:16]=3)[N:38]=2)[CH:28]=[CH:27][CH:26]=1. Procedure details: [8-(2-Fluoro-3-methoxy-phenyl)-[1,2,4]-triazolo[1,5-a]pyridin-2-yl]-(4-piperidin-4-yl-phenyl)-amine was prepared from 4-{4-[8-(2-fluoro-3-methoxy-phenyl)-[1,2,4]-triazolo[1,5-a]pyridin-2-ylamino]-phenyl}-piperidine-1-carboxylic acid tert-butyl ester (0.312 g, 0.603 mmol) and trifluoroacetic acid (1 mL) in a manner analogous to Example 312 to give product (0.248 g, 98%). MP=98-101° C. 1H NMR (400 MHz, (D3C)2SO, δ, ppm): 9.61 (s, 1H), 8.83 (d, 1H), 7.60 (m, 3H), 7.25 (m, 3H), 7.10 (m, 3H), 3.90 (s... Reactants: CSC1=CC=C(C=C1)C(CC(C(F)(F)F)=O)=O (1-[4-(methylthio)phenyl]-4,4,4-trifluorobutane-1,3-dione), Cl.C(#N)C1=CC=C(C=C1)NN (4-cyanophenylhydrazine hydrochloride), O (water). The solvent is C(C)(=O)O (acetic acid), CN(C=O)C (N,N-dimethylformamide). Run at temperature 110 celsius, time 3 hour. Product: C(#N)C1=CC=C(C=C1)N1N=C(C=C1C1=CC=C(C=C1)SC)C(F)(F)F (1-(4-cyanophenyl)-5-[4-(methylthio)phenyl]-3-(trifluoromethyl)pyrazole). Isolated yield 101.4%. Reaction SMILES: [CH3:1][S:2][C:3]1[CH:8]=[CH:7][C:6]([C:9](=O)[CH2:10][C:11](=O)[C:12]([F:15])([F:14])[F:13])=[CH:5][CH:4]=1.Cl.[C:19]([C:21]1[CH:26]=[CH:25][C:24]([NH:27][NH2:28])=[CH:23][CH:22]=1)#[N:20].O>C(O)(=O)C.CN(C)C=O>[C:19]([C:21]1[CH:26]=[CH:25][C:24]([N:27]2[C:9]([C:6]3[CH:7]=[CH:8][C:3]([S:2][CH3:1])=[CH:4][CH:5]=3)=[CH:10][C:11]([C:12]([F:15])([F:14])[F:13])=[N:28]2)=[CH:23][CH:22]=1)#[N:20] |f:1.2|. Procedure: A mixture of 1-[4-(methylthio)phenyl]-4,4,4-trifluorobutane-1,3-dione (1.8 g) and 4-cyanophenylhydrazine hydrochloride (1.2 g) in acetic acid (30 ml) and N,N-dimethylformamide (1 ml) was stirred at 110° C. for 3 hours. The reaction mixture was poured into water and extracted with ethyl acetate. The extract was washed with water, dried over anhydrous magnesium sulfate, and evaporated to give a brown powder of 1-(4-cyanophenyl)-5-[4-(methylthio)phenyl]-3-(trifluoromethyl)pyrazole (2.5 g). Starting materials: O=C(O)COc1ccccc1, Nc1ccc(F)nc1. Reagents/catalysts: CN(C)C(=[N+](C)C)F.F[P-](F)(F)(F)(F)F (TFFH), CCN(C(C)C)C(C)C (DIPEA), CN(C)C1=CC=NC=C1 (DMAP). Solvent: CN(C)C=O (DMF), CN(C)C=O (DMF), CN(C)C=O (DMF), CN(C)C=O (DMF), CN(C)C=O (DMF), CN(C)C=O (DMF). Run at temperature 25 celsius, time 2 hour. Yields the product O=C(COc1ccccc1)Nc1ccc(F)nc1. The yield is 0.4%. Reaction SMILES: Nc1ccc(F)nc1.O=C(O)COc1ccccc1.CN(C)C(=[N+](C)C)F.F[P-](F)(F)(F)(F)F.CN(C)C1=CC=NC=C1.CCN(C(C)C)C(C)C.CN(C)C=O>>O=C(COc1ccccc1)Nc1ccc(F)nc1. Reactants: CCCCC[C@@](C)(/C=C/[C@H]1[C@@H](C[C@@H]([C@@H]1C/C=C/CCCC(=O)O)O)O)O (15-methyl-PGF2α), O=O (oxygen), C1=CC=NC(=C1)SSC2=CC=CC=N2 (2,2'-dipyridyl disulfide), C1(=CC=CC=C1)P(C1=CC=CC=C1)C1=CC=CC=C1 (triphenylphosphine). Solvent: CCOC(=O)C.CCCCCC (EtOAc hexane), C=1(C(=CC=CC1)C)C (xylene), ice water sodium bicarbonate, C(C)(=O)OCC (ethyl acetate). Run at time 2.5 hour. Yields the product CCCCC[C@@](C)(/C=C/[C@H]1[C@H](C[C@@H]([C@@H]1C/C=C\CCCC(=O)O)O)O)O ((15S)-15-methyl PGF2α), 1,9-lactone. Reaction SMILES: [CH3:1][CH2:2][CH2:3][CH2:4][CH2:5][C@:6]([OH:26])(/[CH:8]=[CH:9]/[C@@H:10]1[C@@H:14]([CH2:15]/[CH:16]=[CH:17]/[CH2:18][CH2:19][CH2:20][C:21]([OH:23])=[O:22])[C@@H:13]([OH:24])[CH2:12][C@H:11]1[OH:25])[CH3:7].O=O.C1C=C(SSC2N=CC=CC=2)N=CC=1.C1(P(C2C=CC=CC=2)C2C=CC=CC=2)C=CC=CC=1>C(OCC)(=O)C.CCOC(C)=O.CCCCCC.C1(C)C(C)=CC=CC=1>[CH3:1][CH2:2][CH2:3][CH2:4][CH2:5][C@:6]([OH:26])(/[CH:8]=[CH:9]/[C@@H:10]1[C@@H:14]([CH2:15]/[CH:16]=[CH:17]\[CH2:18][CH2:19][CH2:20][C:21]([OH:23])=[O:22])[C@@H:13]([OH:24])[CH2:12][C@@H:11]1[OH:25])[CH3:7] |f:5.6|. Procedure: A solution of 15-methyl-PGF2α (185 mg.) in 2.5 ml. of an anhydrous, oxygen-free xylene containing 2,2'-dipyridyl disulfide (165 mg.) and triphenylphosphine (196 mg.) is stirred under nitrogen for 2.5 hr. at 25° C. The mixture is diluted with 150 ml. of xylene and heated at reflux for 3 hr. TLC (80 percent EtOAc/hexane) shows essentially a single, less polar product. The xylene is removed by evaporation at reduced pressure to afford a residue which is diluted with ice/water/sodium bicarbonate and... Starting materials: C(C)(=O)NC1=CC=C(C=C1)S(=O)(=O)N1OC(C(=CC1C)C)C1=CC=C(C=C1)OCC (2-(4-acetamidobenzenesulphonyl)-3, 6-dihydro-3,5-dimethyl-6-(4-ethoxyphenyl) -2H-1,2-oxazine), [OH-].[K+] (potassium hydroxide). The solvent is CO (methanol), ClCCl (dichloromethane). Yields the product NC1=CC=C(C=C1)S(=O)(=O)N1OC(C(=CC1C)C)C1=CC=C(C=C1)OCC (2-(4-aminobenzenesulphonyl)-3,6-dihydro-3,5-dimethyl-6-(4-ethoxyphenyl)-2H-1,2-oxazine). RXN SMILES: C([NH:4][C:5]1[CH:10]=[CH:9][C:8]([S:11]([N:14]2[CH:19]([CH3:20])[CH:18]=[C:17]([CH3:21])[CH:16]([C:22]3[CH:27]=[CH:26][C:25]([O:28][CH2:29][CH3:30])=[CH:24][CH:23]=3)[O:15]2)(=[O:13])=[O:12])=[CH:7][CH:6]=1)(=O)C.[OH-].[K+]>CO.ClCCl>[NH2:4][C:5]1[CH:6]=[CH:7][C:8]([S:11]([N:14]2[CH:19]([CH3:20])[CH:18]=[C:17]([CH3:21])[CH:16]([C:22]3[CH:23]=[CH:24][C:25]([O:28][CH2:29][CH3:30])=[CH:26][CH:27]=3)[O:15]2)(=[O:12])=[O:13])=[CH:9][CH:10]=1 |f:1.2|. Reported procedure: A stirred mixture of 2-(4-acetamidobenzenesulphonyl)-3, 6-dihydro-3,5-dimethyl-6-(4-ethoxyphenyl) -2H-1,2-oxazine (0.153 g) and powdered potassium hydroxide (40mg) in methanol (5 ml) was-heated under reflux for 24 h. The cooled mixture was diluted with dichloromethane and the solution washed with water. The dichloromethane solution was separated, dried over magnesium sulphate, filtered and evaporated to dryness. The residual oil was purified by chromatography on silica using ethyl acetate:n-hexa... Starting materials: C(C)(=O)OCCC=1C=CC=2C3C(C(NC2C1)=O)CCC3 (7-acetoxyethyl-1,2,3,3a,5,9b-hexahydrocyclopenta[c]quinolin-4-one), ClN1C(CCC1=O)=O (N-chlorosuccinimide). The solvent is CN(C)C=O (DMF). The product is C(C)(=O)OCCC=1C(=CC=2C3C(C(NC2C1)=O)CCC3)Cl (7-Acetoxyethyl-8-chloro-1,2,3,3a,5,9b-hexahydrocyclopenta[c]quinolin-4-one). The yield is 82.3%. RXN SMILES: [C:1]([O:4][CH2:5][CH2:6][C:7]1[CH:8]=[CH:9][C:10]2[CH:11]3[CH2:20][CH2:19][CH2:18][CH:12]3[C:13](=[O:17])[NH:14][C:15]=2[CH:16]=1)(=[O:3])[CH3:2].[Cl:21]N1C(=O)CCC1=O>CN(C=O)C>[C:1]([O:4][CH2:5][CH2:6][C:7]1[C:8]([Cl:21])=[CH:9][C:10]2[CH:11]3[CH2:20][CH2:19][CH2:18][CH:12]3[C:13](=[O:17])[NH:14][C:15]=2[CH:16]=1)(=[O:3])[CH3:2]. Reported procedure: A solution of 400 mg (1.5 mmol) of 7-acetoxyethyl-1,2,3,3a,5,9b-hexahydrocyclopenta[c]quinolin-4-one and 193 mg (1.5 mmol) of N-chlorosuccinimide in 40 ml of DMF is heated for 6 days to 100° C. The batch is poured onto ice water and extracted with ethyl acetate. The organic phase is washed with 10% sulfuric acid and water, dried (Na2SO4) and concentrated by evaporation in a vacuum. Column chromatography on silica gel with hexane-ethyl acetate yields 380 mg of product. The reactants are BrCC=1C=C(C=CC1)B(O)O ([3-(bromomethyl)phenyl]boronic acid), CNS(=O)(=O)C (N-methyl-methanesulfonamide), C([O-])([O-])=O.[K+].[K+] (potassium carbonate). The solvent is CC(=O)C (acetone), ClCCl (dichloromethane). Reaction conditions: time 6 hour. Yields the product CN(S(=O)(=O)C)CC=1C=C(C=CC1)B(O)O ((3-{[methyl(methylsulfonyl)amino]methyl}phenyl)boronic acid), oil. Yield: 88.0%. Reaction SMILES: Br[CH2:2][C:3]1[CH:4]=[C:5]([B:9]([OH:11])[OH:10])[CH:6]=[CH:7][CH:8]=1.[CH3:12][NH:13][S:14]([CH3:17])(=[O:16])=[O:15].C(=O)([O-])[O-].[K+].[K+]>CC(C)=O.ClCCl>[CH3:12][N:13]([CH2:2][C:3]1[CH:4]=[C:5]([B:9]([OH:11])[OH:10])[CH:6]=[CH:7][CH:8]=1)[S:14]([CH3:17])(=[O:16])=[O:15] |f:2.3.4|. Reported procedure: A suspension of [3-(bromomethyl)phenyl]boronic acid (1.0 g, 4.6 mmol), N-methyl-methanesulfonamide (0.56 g, 5.1 mmol) and potassium carbonate (1.9 g, 14 mmol) in acetone (10 mL) was stirred for 6 hours at room temperature. The mixture was diluted with dichloromethane (50 mL), filtered through a plug of diatomaceous earth and evaporated under reduced pressure. Crude (3-{[methyl(methylsulfonyl)amino]methyl}phenyl)boronic acid was isolated as a yellow viscous oil (1.08 g, 88%). MS=266 (M+Na)+. The reactants are CC1(OC(C(O1)C(=O)OC)C)C (methyl 2,2,5-trimethyl-1,3-dioxolane-4-carboxylate), [OH-].[Li+] (lithium hydroxide), C(CC(O)(C(=O)O)CC(=O)O)(=O)O (citric acid). Solvent: O1CCCC1 (tetrahydrofuran). The product is CC1(OC(C(O1)C(=O)O)C)C (2,2,5-trimethyl-1,3-dioxolane-4-carboxylic acid). RXN SMILES: [CH3:1][C:2]1([CH3:12])[O:6][CH:5]([C:7]([O:9]C)=[O:8])[CH:4]([CH3:11])[O:3]1.[OH-].[Li+].C(O)(=O)CC(CC(O)=O)(C(O)=O)O>O1CCCC1>[CH3:1][C:2]1([CH3:12])[O:6][CH:5]([C:7]([OH:9])=[O:8])[CH:4]([CH3:11])[O:3]1 |f:1.2|. Procedure: To a solution of methyl 2,2,5-trimethyl-1,3-dioxolane-4-carboxylate (1 mL) in tetrahydrofuran (10 mL) was added 1N aqueous lithium hydroxide (10 mL) and the mixture was stirred at room temperature for an hour. The reaction mixture was poured into iced 10% citric acid, then extracted with ethyl acetate. The obtained organic layer was washed with brine, dried and concentrated to give the title compound (425 mg) having the following physical data. The reactants are CN(C)C=O, CCOC(C)=O, CS(=O)(=O)OC1CN(C(c2ccccc2)c2ccccc2)C1, [Na+], [Na+], N#CO[Na], O=C([O-])[O-], O. The product is N#CC1CN(C(c2ccccc2)c2ccccc2)C1. Reaction SMILES: [CH3:34][N:35]([CH3:36])[CH:37]=[O:38].[CH3:39][CH2:40][O:41][C:42](=[O:43])[CH3:44].[CH:6]([c:7]1[cH:8][cH:9][cH:10][cH:11][cH:12]1)([c:13]1[cH:14][cH:15][cH:16][cH:17][cH:18]1)[N:19]1[CH2:20][CH:21]([O:23][S:24]([CH3:25])(=[O:26])=[O:27])[CH2:22]1.[Na+:28].[Na+:29].[Na:2][O:3][C:4]#[N:5].[O-:30][C:31](=[O:32])[O-:33].[OH2:1]>>[C:4](#[N:5])[CH:21]1[CH2:20][N:19]([CH:6]([c:7]2[cH:8][cH:9][cH:10][cH:11][cH:12]2)[c:13]2[cH:14][cH:15][cH:16][cH:17][cH:18]2)[CH2:22]1.